Dataset: the Open Reaction Database (ORD), a public repository of structured organic reaction records. Task: describe an organic reaction: reactants, conditions, products, and yield Reactants: COc1ccc2sc(S(C)(=O)=O)nc2c1, Cc1ccccc1, Nc1ccc(OCCCl)cc1, O. The product is COc1ccc2sc(Nc3ccc(OCCCl)cc3)nc2c1. Reaction SMILES: [CH3:1][O:2][c:3]1[cH:4][cH:5][c:6]2[c:7]([n:8][c:9]([S:11]([CH3:12])(=[O:13])=[O:14])[s:10]2)[cH:15]1.[CH3:27][c:28]1[cH:29][cH:30][cH:31][cH:32][cH:33]1.[Cl:16][CH2:17][CH2:18][O:19][c:20]1[cH:21][cH:22][c:23]([NH2:24])[cH:25][cH:26]1.[OH2:34]>>[CH3:1][O:2][c:3]1[cH:4][cH:5][c:6]2[c:7]([n:8][c:9]([NH:24][c:23]3[cH:22][cH:21][c:20]([O:19][CH2:18][CH2:17][Cl:16])[cH:26][cH:25]3)[s:10]2)[cH:15]1. Starting materials: S(=O)(Cl)Cl (Thionyl chloride), O1CCN(CC1)C/C=C/CO ((E)-4-morpholino-2-buten-1-ol). Run in ClCCl (dichloromethane). Run at time 3 hour. Product: Cl.O1CCN(CC1)C/C=C/CCl ((E)-4-morpholino-2-butenyl chloride hydrochloride). Reaction SMILES: S(Cl)([Cl:3])=O.[O:5]1[CH2:10][CH2:9][N:8]([CH2:11]/[CH:12]=[CH:13]/[CH2:14]O)[CH2:7][CH2:6]1>ClCCl>[ClH:3].[O:5]1[CH2:10][CH2:9][N:8]([CH2:11]/[CH:12]=[CH:13]/[CH2:14][Cl:3])[CH2:7][CH2:6]1 |f:3.4|. Procedure details: Thionyl chloride (0.96 ml) was added dropwise to a solution of (E)-4-morpholino-2-buten-1-ol (1.03 g) in dichloromethane (10 ml) at ice-bath temperature. After 3 hours, the reaction mixture was evaporated under reduced pressure and the resulting residue was triturated with ethyl acetate to give (E)-4-morpholino-2-butenyl chloride hydrochloride (0.98 g). Reactants: [Cu]I, COc1ccc(C(OCC2OC(n3cc(I)c(=O)[nH]c3=O)CC2O)(c2ccccc2)c2ccccc2)cc1, Cl[Pd]Cl, C#C[Si](C)(C)C, c1ccc(P(c2ccccc2)c2ccccc2)cc1, c1ccc(P(c2ccccc2)c2ccccc2)cc1. Yields the product COc1ccc(C(OCC2OC(n3cc(C#C[Si](C)(C)C)c(=O)[nH]c3=O)CC2O)(c2ccccc2)c2ccccc2)cc1. As a reaction SMILES: [Cu:86][I:87].[I:1][c:2]1[c:3](=[O:38])[nH:4][c:5](=[O:37])[n:6]([CH:7]2[CH2:8][CH:9]([OH:10])[CH:11]([CH2:12][O:13][C:14]([c:15]3[cH:16][cH:17][c:18]([O:21][CH3:22])[cH:19][cH:20]3)([c:23]3[cH:24][cH:25][cH:26][cH:27][cH:28]3)[c:29]3[cH:30][cH:31][cH:32][cH:33][cH:34]3)[O:35]2)[cH:36]1.[Pd:45]([Cl:46])[Cl:47].[Si:39]([CH3:40])([CH3:41])([CH3:42])[C:43]#[CH:44].[c:48]1([P:49]([c:50]2[cH:51][cH:52][cH:53][cH:54][cH:55]2)[c:56]2[cH:57][cH:58][cH:59][cH:60][cH:61]2)[cH:62][cH:63][cH:64][cH:65][cH:66]1.[c:67]1([P:68]([c:69]2[cH:70][cH:71][cH:72][cH:73][cH:74]2)[c:75]2[cH:76][cH:77][cH:78][cH:79][cH:80]2)[cH:81][cH:82][cH:83][cH:84][cH:85]1>>[c:2]1([C:44]#[C:43][Si:39]([CH3:40])([CH3:41])[CH3:42])[c:3](=[O:38])[nH:4][c:5](=[O:37])[n:6]([CH:7]2[CH2:8][CH:9]([OH:10])[CH:11]([CH2:12][O:13][C:14]([c:15]3[cH:16][cH:17][c:18]([O:21][CH3:22])[cH:19][cH:20]3)([c:23]3[cH:24][cH:25][cH:26][cH:27][cH:28]3)[c:29]3[cH:30][cH:31][cH:32][cH:33][cH:34]3)[O:35]2)[cH:36]1. Reactants: [OH-].[Li+] (lithium hydroxide), FC=1C=C(C=CC1)C1CN(C2(C(N1CC(=O)OC)=O)COCCOC2)C(=O)OC(C)(C)C (tert-butyl 3-(3-fluorophenyl)-4-(2-methoxy-2-oxoethyl)-5-oxo-8,11-dioxa-1,4-diazaspiro[5.6]dodecane-1-carboxylate). The solvent is C1CCOC1 (THF), O (water). Reaction conditions: time 2 hour. Product: C(C)(C)(C)OC(=O)N1CC(N(C(C12COCCOC2)=O)CC(=O)O)C2=CC(=CC=C2)F (2-(1-(tert-butoxycarbonyl)-3-(3-fluorophenyl)-5-oxo-8,11-dioxa-1,4-diazaspiro[5.6]dodecan-4-yl)ethanoic acid). As a reaction SMILES: [OH-].[Li+].[F:3][C:4]1[CH:5]=[C:6]([CH:10]2[N:15]([CH2:16][C:17]([O:19]C)=[O:18])[C:14](=[O:21])[C:13]3([CH2:27][O:26][CH2:25][CH2:24][O:23][CH2:22]3)[N:12]([C:28]([O:30][C:31]([CH3:34])([CH3:33])[CH3:32])=[O:29])[CH2:11]2)[CH:7]=[CH:8][CH:9]=1>C1COCC1.O>[C:31]([O:30][C:28]([N:12]1[C:13]2([CH2:27][O:26][CH2:25][CH2:24][O:23][CH2:22]2)[C:14](=[O:21])[N:15]([CH2:16][C:17]([OH:19])=[O:18])[CH:10]([C:6]2[CH:7]=[CH:8][CH:9]=[C:4]([F:3])[CH:5]=2)[CH2:11]1)=[O:29])([CH3:34])([CH3:32])[CH3:33] |f:0.1|. Procedure: 15 mg (0.62 mmol) lithium hydroxide were added to 0.25 g (0.55 mmol) tert-butyl 3-(3-fluorophenyl)-4-(2-methoxy-2-oxoethyl)-5-oxo-8,11-dioxa-1,4-diazaspiro[5.6]dodecane-1-carboxylate in 5 ml THF and 1 ml of water. The mixture was stirred for 2 h at RT and then the MeOH was distilled off. The residue was mixed with water and acidified with formic acid. The aqueous phase was extracted with ethyl acetate. The ethyl acetate phase was dried and evaporated down. Starting materials: OCC#CC1C2=C(C=CC3=C1C=CC=C3)C=CC=C2 (5-(3-hydroxy-prop-1-ynyl)-5H-dibenzo[a,d]cycloheptene), ice water, C(Cl)Cl (methylene chloride), CS(=O)(=O)Cl (methanesulfonyl chloride). The solvent is C(C)N(CC)CC (triethylamine). Reaction conditions: time 15 minute. The product is CS(=O)(=O)OCC#CC1C2=C(C=CC3=C1C=CC=C3)C=CC=C2 (5-(3-methanesulfonyloxyprop-1-ynyl)-5H-dibenzo[a,d] cycloheptene). As a reaction SMILES: [OH:1][CH2:2][C:3]#[C:4][CH:5]1[C:11]2[CH:12]=[CH:13][CH:14]=[CH:15][C:10]=2[CH:9]=[CH:8][C:7]2[CH:16]=[CH:17][CH:18]=[CH:19][C:6]1=2.C(Cl)Cl.[CH3:23][S:24](Cl)(=[O:26])=[O:25]>C(N(CC)CC)C>[CH3:23][S:24]([O:1][CH2:2][C:3]#[C:4][CH:5]1[C:6]2[CH:19]=[CH:18][CH:17]=[CH:16][C:7]=2[CH:8]=[CH:9][C:10]2[CH:15]=[CH:14][CH:13]=[CH:12][C:11]1=2)(=[O:26])=[O:25]. Reported procedure: This preparation illustrates methods according to step 3 of the process for preparing the compounds of formula A. In this preparation a solution containing 0.25 g. of 5-(3-hydroxy-prop-1-ynyl)-5H-dibenzo[a,d]cycloheptene in 25 ml. of anhydrous methylene chloride containing 0.25 ml. of triethylamine is stirred and cooled to maintain the temperature between 0°C and -10°C and 0.15 ml. of methanesulfonyl chloride is added. Cooling is then discontinued and the temperature of the mixture allowed to ri... Starting materials: CC(C)(C)OC(=O)NCC(=O)SCC(Cc1ccccc1)C(=O)Nc1cccc(C(=O)O)c1, O=C([O-])O, [Na+], O=C(O)C(F)(F)F. The product is NCC(=O)SCC(Cc1ccccc1)C(=O)Nc1cccc(C(=O)O)c1. Reaction SMILES: [C:1]([O:2][C:3](=[O:4])[NH:8][CH2:9][C:10](=[O:11])[S:12][CH2:13][CH:14]([C:15](=[O:16])[NH:17][c:18]1[cH:19][c:20]([C:21](=[O:22])[OH:23])[cH:24][cH:25][cH:26]1)[CH2:27][c:28]1[cH:29][cH:30][cH:31][cH:32][cH:33]1)([CH3:5])([CH3:6])[CH3:7].[C:34](=[O:35])([O-:36])[OH:37].[Na+:38].[OH:39][C:40]([C:41]([F:42])([F:43])[F:44])=[O:45]>>[NH2:8][CH2:9][C:10](=[O:11])[S:12][CH2:13][CH:14]([C:15](=[O:16])[NH:17][c:18]1[cH:19][c:20]([C:21](=[O:22])[OH:23])[cH:24][cH:25][cH:26]1)[CH2:27][c:28]1[cH:29][cH:30][cH:31][cH:32][cH:33]1.